This data is from the Open Reaction Database (ORD), a public repository of structured organic reaction records. The task is: describe an organic reaction: reactants, conditions, products, and yield Reactants: C(C=C)O[C@@H]1[C@H]([C@H](OCCCCCCCC)O[C@@H]([C@@H]1OCC1=CC=CC=C1)COCC=C)OCC1=CC=CC=C1 (Octyl 3,6-di-O-Allyl-2,4-di-O-benzyl-β-D-galactopyranoside), II (Iodine), O (water). Reagents/catalysts: [Ir] (Iridium). The solvent is O1CCCC1 (tetrahydrofuran), O1CCCC1 (tetrahydrofuran), O1CCCC1 (tetrahydrofuran), C(Cl)(Cl)Cl (chloroform). The product is C(C1=CC=CC=C1)O[C@H]1[C@H](OCCCCCCCC)O[C@@H]([C@@H]([C@@H]1O)OCC1=CC=CC=C1)CO (Octyl 2,4-di-O-Benzyl-β-D-galactopyranoside). The yield is 84.8%. As a reaction SMILES: C([O:4][C@H:5]1[C@@H:19]([O:20][CH2:21][C:22]2[CH:27]=[CH:26][CH:25]=[CH:24][CH:23]=2)[C@@H:18]([CH2:28][O:29]CC=C)[O:17][C@@H:7]([O:8][CH2:9][CH2:10][CH2:11][CH2:12][CH2:13][CH2:14][CH2:15][CH3:16])[C@@H:6]1[O:33][CH2:34][C:35]1[CH:40]=[CH:39][CH:38]=[CH:37][CH:36]=1)C=C.II.O>O1CCCC1.C(Cl)(Cl)Cl.[Ir]>[CH2:34]([O:33][C@@H:6]1[C@@H:5]([OH:4])[C@@H:19]([O:20][CH2:21][C:22]2[CH:23]=[CH:24][CH:25]=[CH:26][CH:27]=2)[C@@H:18]([CH2:28][OH:29])[O:17][C@H:7]1[O:8][CH2:9][CH2:10][CH2:11][CH2:12][CH2:13][CH2:14][CH2:15][CH3:16])[C:35]1[CH:40]=[CH:39][CH:38]=[CH:37][CH:36]=1. Procedure: Iridium complex (1,5-cyclooctadiene bis(methyldiphenylphosphine)iridium hexafluorophosphate, 172 mg, 0.15 mmol) was suspended in tetrahydrofuran (5 mL), and activated by stirring under H2 flow. Compound 15 (811 mg, 1.47 mmol) dissolved in tetrahydrofuran (5 mL) was added to the solution, and the mixture was stirred at room temperature for 1 hour under argon gas flow. Iodine (745 mg), water (38 mL), and tetrahydrofuran (15 mL) were added thereto, and the mixture was further stirred at room temper...